This data is from the Open Reaction Database (ORD), a public repository of structured organic reaction records. The task is: describe an organic reaction: reactants, conditions, products, and yield Reactants: COC1C2C(=CCC(C(C1)C)C2)C (4,8-dimethylbicyclo[3.3.1]nona-7-en-2-yl methyl ether), [H][H] (hydrogen). Reagents/catalysts: [Pd] (Pd/C). The solvent is C(C)O (ethanol). Conditions: time 6 hour. The product is COC(C)CCCCCCC (nona-2-yl methyl ether). Isolated yield 107.2%. Reaction SMILES: [CH3:1][O:2][CH:3]1[CH2:10][CH:9]([CH3:11])[CH:8]2C[CH:4]1[C:5](C)=[CH:6][CH2:7]2.[H][H]>C(O)C.[Pd]>[CH3:1][O:2][CH:3]([CH2:4][CH2:5][CH2:6][CH2:7][CH2:8][CH2:9][CH3:11])[CH3:10]. Procedure details: To a solution of 1 g (5.6 mmol) of 4,8-dimethylbicyclo[3.3.1]nona-7-en-2-yl methyl ether [IB] in 10 ml of ethanol was added 0.1 g of 5% of Pd/C and the resulting mixture was heated with stirring at a hydrogen pressure of 20 atm and a reaction temperature of 70° C. for 6 hours. After cooling, the Pd/C was filtered off and the ethanol was distilled off under reduced pressure. The residue was subjected to column chromatography and eluate with toluene gave 0.95 g of the title compound, which had a c... Reported procedure: A solution of 1,4-butanediol (10.54 g, 0.117 mol) in dry THF (100 mL) was treated with t-butyl dimethylsilylchloride (17.30 g, 0.114 mol) and imidazole (7.80 g, 0.114 mol). After 2 h at room temperature, work-up with ethyl acetate and water, followed by drying the organic phase and concentration, gave a crude product that was purified by silica gel flash chromatography (being eluted with 20% ethyl acetate in hexane) to yield 15.5 g (Y: 65%) of 4-(t-butyldimethylsilyloxy)-1-butanol (XXVIIa) as a ... The yield is 66.5%. Starting materials: C(CCCO)O (1,4-butanediol), [Si](C)(C)(C(C)(C)C)Cl (t-butyl dimethylsilylchloride), N1C=NC=C1 (imidazole), C(C)(=O)OCC (ethyl acetate). RXN SMILES: [CH2:1]([OH:6])[CH2:2][CH2:3][CH2:4][OH:5].[Si:7](Cl)([C:10]([CH3:13])([CH3:12])[CH3:11])([CH3:9])[CH3:8].N1C=CN=C1.C(OCC)(=O)C>C1COCC1.O>[Si:7]([O:5][CH2:4][CH2:3][CH2:2][CH2:1][OH:6])([C:10]([CH3:13])([CH3:12])[CH3:11])([CH3:9])[CH3:8]. Reaction conditions: time 2 hour. The product is [Si](C)(C)(C(C)(C)C)OCCCCO (4-(t-butyldimethylsilyloxy)-1-butanol). The solvent is C1CCOC1 (THF), O (water). The reactants are [BH4-], CCO, CC1(C)C(=O)c2ccccc2C1=O, [Na+]. Product: CC1(C)C(=O)c2ccccc2C1O. RXN SMILES: [BH4-:14].[CH3:16][CH2:17][OH:18].[CH3:1][C:2]1([CH3:13])[C:3](=[O:12])[c:4]2[cH:5][cH:6][cH:7][cH:8][c:9]2[C:10]1=[O:11].[Na+:15]>>[CH3:1][C:2]1([CH3:13])[CH:3]([OH:12])[c:4]2[cH:5][cH:6][cH:7][cH:8][c:9]2[C:10]1=[O:11]. Product: COc1ccc(-c2nc(S(=O)c3nccs3)[nH]c2-c2ccc(OC)cc2)cc1. Reaction SMILES: [CH3:12][O:13][c:14]1[cH:15][cH:16][c:17](-[c:20]2[n:21][c:22]([S:33][c:34]3[s:35][cH:36][cH:37][n:38]3)[nH:23][c:24]2-[c:25]2[cH:26][cH:27][c:28]([O:31][CH3:32])[cH:29][cH:30]2)[cH:18][cH:19]1.[Cl:39][CH2:40][Cl:41].[OH:1][O:2][C:3]([c:4]1[cH:5][c:6]([Cl:7])[cH:8][cH:9][cH:10]1)=[O:11]>>[O:1]=[S:33]([c:22]1[nH:21][c:20](-[c:17]2[cH:16][cH:15][c:14]([O:13][CH3:12])[cH:19][cH:18]2)[c:24](-[c:25]2[cH:26][cH:27][c:28]([O:31][CH3:32])[cH:29][cH:30]2)[n:23]1)[c:34]1[s:35][cH:36][cH:37][n:38]1. The reactants are COc1ccc(-c2nc(Sc3nccs3)[nH]c2-c2ccc(OC)cc2)cc1, ClCCl, O=C(OO)c1cccc(Cl)c1. The reactants are C(CCC)NC(=O)N[C@H]1[C@H](O)[C@@H](O)[C@H](O)[C@H](O1)CO (1-n-butyl-3-(β-D-glucopyranosyl)urea), sodium cation, N(=O)[O-].[Na+] (sodium nitrite). Run in O (water), C(C)(=O)O (acetic acid). Yields the product C(CCC)N(C(=O)N[C@H]1[C@H](O)[C@@H](O)[C@H](O)[C@H](O1)CO)N=O (1-n-butyl-3-(β-D-glucopyranosyl)-1-nitrosourea). Isolated yield 90.6%. Reaction SMILES: [CH2:1]([NH:5][C:6]([NH:8][C@@H:9]1[O:17][C@H:16]([CH2:18][OH:19])[C@@H:14]([OH:15])[C@H:12]([OH:13])[C@H:10]1[OH:11])=[O:7])[CH2:2][CH2:3][CH3:4].[N:20]([O-])=[O:21].[Na+]>O.C(O)(=O)C>[CH2:1]([N:5]([N:20]=[O:21])[C:6]([NH:8][C@@H:9]1[O:17][C@H:16]([CH2:18][OH:19])[C@@H:14]([OH:15])[C@H:12]([OH:13])[C@H:10]1[OH:11])=[O:7])[CH2:2][CH2:3][CH3:4] |f:1.2|. Procedure details: 1-n-butyl-3-(β-D-glucopyranosyl)urea (0.50 g) was dissolved in a mixture of water (2 ml) and acetic acid (2 ml), and to the resulting solution was added sodium nitrite (186 mg, 1.5 mol. equivalents). The nitrosation was conducted in the same manner as in Example 1(a). The reaction mixture was treated with Amberlite IR-120 (H+ form) for the removal of sodium cation and then freeze-dried, affording 0.5 g of the titled compound as a glassy substance of pale yellow color. [α]D26 -1.5° (c 1.0, H2O). ...